From a dataset of the Open Reaction Database (ORD), a public repository of structured organic reaction records. describe an organic reaction: reactants, conditions, products, and yield Reaction SMILES: [CH3:23][CH2:24][OH:25].[CH3:3][S:4](=[O:5])(=[O:6])[c:7]1[cH:8][cH:9][c:10]([CH2:12][n:13]2[n:14][cH:15][c:16]([N+:18]([O-:19])=[O:20])[cH:17]2)[o:11]1.[Cl-:21].[Fe:27].[N:1]#[N:2].[NH4+:22].[OH2:26]>>[CH3:3][S:4](=[O:5])(=[O:6])[c:7]1[cH:8][cH:9][c:10]([CH2:12][n:13]2[n:14][cH:15][c:16]([NH2:18])[cH:17]2)[o:11]1. Yields the product CS(=O)(=O)c1ccc(Cn2cc(N)cn2)o1. Starting materials: CCO, CS(=O)(=O)c1ccc(Cn2cc([N+](=O)[O-])cn2)o1, [Cl-], [Fe], N#N, [NH4+], O. Starting materials: C(C)(=O)C1=C(C(=O)O)C=CC=N1 (2-acetylnicotinic acid), FC=1C=C(C=C(C1)F)NC(NN)=O (4-(3,5-difluorophenyl)semicarbazide). Solvent: CO (methanol). The product is FC=1C=C(C=C(C1)F)NC(NN=C(C1=C(N=CC=C1)C(C)=O)O)=O (2-acetylnicotinic acid 4-(3,5-difluorophenyl)semicarbazone). Reaction SMILES: [C:1]([C:4]1[N:12]=[CH:11][CH:10]=[CH:9][C:5]=1[C:6]([OH:8])=O)(=[O:3])[CH3:2].[F:13][C:14]1[CH:15]=[C:16]([NH:21][C:22](=[O:25])[NH:23][NH2:24])[CH:17]=[C:18]([F:20])[CH:19]=1>CO>[F:13][C:14]1[CH:15]=[C:16]([NH:21][C:22](=[O:25])[NH:23][N:24]=[C:6]([OH:8])[C:5]2[CH:9]=[CH:10][CH:11]=[N:12][C:4]=2[C:1](=[O:3])[CH3:2])[CH:17]=[C:18]([F:20])[CH:19]=1. Reported procedure: To 50 mg of 2-acetylnicotinic acid are added 56 mg of 4-(3,5-difluorophenyl)semicarbazide and 1 mL of methanol. After a minute of stirring the product begins precipitating from the solution. After stirring overnight (15 h) the stir vane is removed and rinsed with 0.2 mL of methanol. The reaction mixture is centrifuged and the supernatant solution removed. In the same way the solid is rinsed with methanol (3×0.5 mL) and ether (1×0.5 mL). The solid is dried in vacuo with heating to give 2-acetylni... Reactants: Br, Cl, Cl, COc1ccc2c(c1)nc(CC1CCNCC1)n2Cc1ccc(F)cc1, O, O. Yields the product Oc1ccc2c(c1)nc(CC1CCNCC1)n2Cc1ccc(F)cc1. RXN SMILES: [BrH:30].[ClH:2].[ClH:3].[F:4][c:5]1[cH:6][cH:7][c:8]([CH2:11][n:12]2[c:13]([CH2:23][CH:24]3[CH2:25][CH2:26][NH:27][CH2:28][CH2:29]3)[n:14][c:15]3[c:16]2[cH:17][cH:18][c:19]([O:21][CH3:22])[cH:20]3)[cH:9][cH:10]1.[OH2:1].[OH2:31]>>[F:4][c:5]1[cH:6][cH:7][c:8]([CH2:11][n:12]2[c:13]([CH2:23][CH:24]3[CH2:25][CH2:26][NH:27][CH2:28][CH2:29]3)[n:14][c:15]3[c:16]2[cH:17][cH:18][c:19]([OH:21])[cH:20]3)[cH:9][cH:10]1. The reactants are BrC1=CC=C(C=C1)C(OCC)=NC(=O)C1=CC=CC2=CC=CC=C12 (Naphthalene-1-carboxylic acid 1-(4-bromo-phenyl)-1-ethoxy-methylideneamide), C1(=CC=CC2=CC=CC=C12)NN (1-naphthyl hydrazine). The solvent is C(Cl)(Cl)(Cl)Cl (CCl4). Conditions: temperature 25 celsius, time 10 hour. The product is BrC1=CC=C(C=C1)C1=NN(C(=N1)C1=CC=CC2=CC=CC=C12)C1=CC=CC2=CC=CC=C12 (3-(4-Bromo-phenyl)-1,5-di-naphthalen-1-yl-1H-[1,2,4]triazole). RXN SMILES: [Br:1][C:2]1[CH:7]=[CH:6][C:5]([C:8](=[N:12][C:13]([C:15]2[C:24]3[C:19](=[CH:20][CH:21]=[CH:22][CH:23]=3)[CH:18]=[CH:17][CH:16]=2)=O)OCC)=[CH:4][CH:3]=1.[C:25]1([NH:35][NH2:36])[C:34]2[C:29](=[CH:30][CH:31]=[CH:32][CH:33]=2)[CH:28]=[CH:27][CH:26]=1>C(Cl)(Cl)(Cl)Cl>[Br:1][C:2]1[CH:7]=[CH:6][C:5]([C:8]2[N:12]=[C:13]([C:15]3[C:24]4[C:19](=[CH:20][CH:21]=[CH:22][CH:23]=4)[CH:18]=[CH:17][CH:16]=3)[N:35]([C:25]3[C:34]4[C:29](=[CH:30][CH:31]=[CH:32][CH:33]=4)[CH:28]=[CH:27][CH:26]=3)[N:36]=2)=[CH:4][CH:3]=1. Procedure details: The compound obtained in step A) (1.0 g, 0.026 mol) and 1-naphthyl hydrazine (0.45 g, 0.028 mol) is dissolved in CCl4 (15 ml) and stirred for 10 hours at 25° C. under a nitrogen atmosphere. The reaction mixture is stirred for 12 hours and filtered to remove traces of insoluble particles. The CCl4 solution is then concentrated and a few drops of methanol are added to the residue, wherein a brownish solid is obtained (Yield=0.7 g (56%)). Reactants: C(C)(C)[Mg]Cl (Isopropylmagnesium chloride), solution, C1(CC1)N (cyclopropylamine), COC(C1=CC(=C(C(=C1)N1C(C(=NC=C1)NC1(CC1)C1=C(C=CC=C1)O)=O)C)F)=O (3-fluoro-5-[3-[[1-(2-hydroxyphenyl)cyclopropyl]amino]-2-oxo-1(2H)-pyrazinyl]-4-methyl-benzoic acid methyl ester), Cl (HCl). The solvent is C1CCOC1 (THF), O1CCCC1 (tetrahydrofuran), O (Water). Run at time 1 hour. Yields the product C1(CC1)NC(C1=CC(=C(C(=C1)N1C(C(=NC=C1)NC1(CC1)C1=C(C=CC=C1)O)=O)C)F)=O (N-Cyclopropyl-3-fluoro-5-[3-[[1-(2-hydroxyphenyl)cyclopropyl]amino]-2-oxo-1(2H)-pyrazinyl]-4-methyl-benzamide). As a reaction SMILES: C([Mg]Cl)(C)C.[CH:6]1([NH2:9])[CH2:8][CH2:7]1.C[O:11][C:12](=O)[C:13]1[CH:18]=[C:17]([N:19]2[CH:24]=[CH:23][N:22]=[C:21]([NH:25][C:26]3([C:29]4[CH:34]=[CH:33][CH:32]=[CH:31][C:30]=4[OH:35])[CH2:28][CH2:27]3)[C:20]2=[O:36])[C:16]([CH3:37])=[C:15]([F:38])[CH:14]=1.Cl>C1COCC1.O>[CH:6]1([NH:9][C:12](=[O:11])[C:13]2[CH:18]=[C:17]([N:19]3[CH:24]=[CH:23][N:22]=[C:21]([NH:25][C:26]4([C:29]5[CH:34]=[CH:33][CH:32]=[CH:31][C:30]=5[OH:35])[CH2:28][CH2:27]4)[C:20]3=[O:36])[C:16]([CH3:37])=[C:15]([F:38])[CH:14]=2)[CH2:8][CH2:7]1. Reported procedure: Isopropylmagnesium chloride (30.1 ml of a 2M solution in THF) was added over 20 min to a solution of cyclopropylamine (10.61 mL) and 3-fluoro-5-[3-[[1-(2-hydroxyphenyl)cyclopropyl]amino]-2-oxo-1(2H)-pyrazinyl]-4-methyl-benzoic acid methyl ester (Example 259b, 6.16 g) in tetrahydrofuran (200 mL) and the reaction stirred at room temperature under nitrogen for 1 h. Water (100 mL) and 2M HCl (200 mL) were cautiously added and the aqueous layer extracted with dichloromethane (3×200 mL) and the combin... Reaction SMILES: Cl[CH2:2][CH2:3][O:4][CH2:5][CH2:6][N:7]1[C:13]2[CH:14]=[CH:15][CH:16]=[CH:17][C:12]=2[CH2:11][CH2:10][C:9]2[CH:18]=[CH:19][CH:20]=[CH:21][C:8]1=2.[NH:22]1[CH2:27][CH2:26][CH2:25][C@@H:24]([C:28]([O:30][CH2:31][CH3:32])=[O:29])[CH2:23]1.C1(C)C=CC=CC=1.C(=O)([O-])[O-].[K+].[K+]>O>[CH2:31]([O:30][C:28]([C@@H:24]1[CH2:25][CH2:26][CH2:27][N:22]([CH2:2][CH2:3][O:4][CH2:5][CH2:6][N:7]2[C:13]3[CH:14]=[CH:15][CH:16]=[CH:17][C:12]=3[CH2:11][CH2:10][C:9]3[CH:18]=[CH:19][CH:20]=[CH:21][C:8]2=3)[CH2:23]1)=[O:29])[CH3:32] |f:3.4.5|. Product: C(C)OC(=O)[C@H]1CN(CCC1)CCOCCN1C2=C(CCC3=C1C=CC=C3)C=CC=C2 ((R)-N-(2-(2-(10,11-dihydro-5H-dibenz[b,f]azepin-5-yl)ethoxy)ethyl)-3-piperidinecarboxylic acid ethyl ester). Procedure: A mixture of sodium hydride (0.40 g, 0.010 mol, 60% oil dispersion) and 10,11-dihydro-5H-dibenz[b,f]azepine (1.95 g, 0.010 mol) in dry dibutylether (30 ml) was heated at reflux temperature for 3.5 h under an atmosphere of nitrogen. The reaction mixture was cooled to 100° C. and bis-2-chloro-ethyl ether (4.7 ml) was added and the mixture was heated at reflux temperature for 16 h. The reaction mixture was cooled and water (50 ml) was added. The mixture was extracted with toluene (100 ml). The orga... The yield is 50.0%. The reactants are ClCCOCCN1C2=C(CCC3=C1C=CC=C3)C=CC=C2 (2-chloro-1-(2-(10,11-dihydro-5H-dibenz[b,f]-azepin-5-yl)ethoxy)ethane), N1C[C@@H](CCC1)C(=O)OCC (ethyl (R)-3-piperidinecarboxylate), C1(=CC=CC=C1)C (toluene), C([O-])([O-])=O.[K+].[K+] (potassium carbonate). Conditions: temperature 150 celsius. Solvent: O (water).